Dataset: the Open Reaction Database (ORD), a public repository of structured organic reaction records. Task: describe an organic reaction: reactants, conditions, products, and yield Starting materials: Clc1ccnc(-c2ccsc2)c1, ClCCl, O, OB(O)c1cccs1. Product: Clc1ccnc(-c2ccsc2Cl)c1. Reaction SMILES: [Cl:1][c:2]1[cH:3][c:4](-[c:8]2[cH:9][s:10][cH:11][cH:12]2)[n:5][cH:6][cH:7]1.[Cl:22][CH2:23][Cl:24].[OH2:21].[s:13]1[cH:14][cH:15][cH:16][c:17]1[B:18]([OH:19])[OH:20]>>[Cl:1][c:2]1[cH:3][c:4](-[c:8]2[c:9]([Cl:22])[s:10][cH:11][cH:12]2)[n:5][cH:6][cH:7]1. The reactants are COCC(CCCCCCCCCC)O (1-methoxy-2-dodecanol), ClCC(=O)[O-].[Na+] (sodium chloroacetate), [OH-].[Na+] (sodium hydroxide). Yields the product COCC(CCCCCCCCCC)OCC(=O)O (2-(1-Methoxymethylundecyloxy)acetic acid). Reaction SMILES: [CH3:1][O:2][CH2:3][CH:4]([OH:15])[CH2:5][CH2:6][CH2:7][CH2:8][CH2:9][CH2:10][CH2:11][CH2:12][CH2:13][CH3:14].Cl[CH2:17][C:18]([O-:20])=[O:19].[Na+].[OH-].[Na+]>>[CH3:1][O:2][CH2:3][CH:4]([O:15][CH2:17][C:18]([OH:20])=[O:19])[CH2:5][CH2:6][CH2:7][CH2:8][CH2:9][CH2:10][CH2:11][CH2:12][CH2:13][CH3:14] |f:1.2,3.4|. Procedure details: 108 g (0.5 mole) 1-methoxy-2-dodecanol are reacted with sodium chloroacetate (58.3 g; 0.5 mole) and powdered sodium hydroxide (20 g; 0.5 mole) as in Example 1 to yield 2-(1-Methoxymethylundecyloxy)acetic acid as a colourless oil, bp. 162° C./0.26 mbar, yield 59.0 g (43%). Starting materials: CO, Cl, Fc1ccc(CBr)cc1, C1=C(c2cc3ccccc3s2)CCNC1. Product: Fc1ccc(CN2CC=C(c3cc4ccccc4s3)CC2)cc1. RXN SMILES: [CH3:26][OH:27].[ClH:1].[F:17][c:18]1[cH:19][cH:20][c:21]([CH2:22][Br:23])[cH:24][cH:25]1.[s:2]1[c:3]([C:11]2=[CH:16][CH2:15][NH:14][CH2:13][CH2:12]2)[cH:4][c:5]2[c:6]1[cH:7][cH:8][cH:9][cH:10]2>>[s:2]1[c:3]([C:11]2=[CH:16][CH2:15][N:14]([CH2:22][c:21]3[cH:20][cH:19][c:18]([F:17])[cH:25][cH:24]3)[CH2:13][CH2:12]2)[cH:4][c:5]2[c:6]1[cH:7][cH:8][cH:9][cH:10]2. Reactants: C1CCOC1, CS(C)=O, C[S+](C)C, COc1ccc(C(C)=O)cc1F, [H-], [I-], [Na+], O. Product: COc1ccc(C2(C)CO2)cc1F. As a reaction SMILES: [CH2:24]1[O:25][CH2:26][CH2:27][CH2:28]1.[CH3:1][S:2]([CH3:3])=[O:4].[CH3:8][S+:9]([CH3:10])[CH3:11].[F:12][c:13]1[cH:14][c:15]([C:21]([CH3:22])=[O:23])[cH:16][cH:17][c:18]1[O:19][CH3:20].[H-:6].[I-:7].[Na+:5].[OH2:29]>>[CH3:8][C:21]1([c:15]2[cH:14][c:13]([F:12])[c:18]([O:19][CH3:20])[cH:17][cH:16]2)[CH2:22][O:23]1. Reactants: C[Si](C)(C)CCOCn1cc(C#N)nc1C(=O)O, C[Si](C)(C)CCOCn1cc(C#N)nc1C(=O)[O-], CON1CCC(c2ccc(N)c(C3=CCCCC3)c2)CC1, CCN(C(C)C)C(C)C, ClCCl, [K+]. Product: CON1CCC(c2ccc(NC(=O)c3nc(C#N)cn3COCC[Si](C)(C)C)c(C3=CCCCC3)c2)CC1. As a reaction SMILES: [C:1](#[N:2])[c:3]1[n:4][c:5]([C:16](=[O:17])[OH:18])[n:6]([CH2:8][O:9][CH2:10][CH2:11][Si:12]([CH3:13])([CH3:14])[CH3:15])[cH:7]1.[C:20]([c:21]1[n:22][c:23]([C:24]([O-:25])=[O:26])[n:27]([CH2:28][O:29][CH2:30][CH2:31][Si:32]([CH3:33])([CH3:34])[CH3:35])[cH:36]1)#[N:37].[C:47]1([c:53]2[c:54]([NH2:67])[cH:55][cH:56][c:57]([CH:59]3[CH2:60][CH2:61][N:62]([O:65][CH3:66])[CH2:63][CH2:64]3)[cH:58]2)=[CH:48][CH2:49][CH2:50][CH2:51][CH2:52]1.[CH:38]([N:39]([CH2:40][CH3:41])[CH:42]([CH3:43])[CH3:44])([CH3:45])[CH3:46].[Cl:68][CH2:69][Cl:70].[K+:19]>>[C:1](#[N:2])[c:3]1[n:4][c:5]([C:16](=[O:18])[NH:67][c:54]2[c:53]([C:47]3=[CH:48][CH2:49][CH2:50][CH2:51][CH2:52]3)[cH:58][c:57]([CH:59]3[CH2:60][CH2:61][N:62]([O:65][CH3:66])[CH2:63][CH2:64]3)[cH:56][cH:55]2)[n:6]([CH2:8][O:9][CH2:10][CH2:11][Si:12]([CH3:13])([CH3:14])[CH3:15])[cH:7]1.